Task: describe an organic reaction: reactants, conditions, products, and yield. Dataset: the Open Reaction Database (ORD), a public repository of structured organic reaction records The reactants are CC1=C(N=C(N1)C=1C=NC=CC1)C(CN1CCN(CC1)C1=CC=CC=C1)=O (1-[5-methyl-2-(3-pyridinyl)-1H-imidazol-4-yl]-2-(4-phenyl-1-piperazinyl)ethanone), [BH4-].[Na+] (sodium borohydride), ice water, C(C)(=O)O (acetic acid), [BH4-].[Na+] (sodium borohydride), [BH4-].[Na+] (sodium borohydride), ice water. Solvent: CO (methanol), CO (methanol). Reaction conditions: time 1 hour. Yields the product CC1=C(N=C(N1)C=1C=NC=CC1)C(CN1CCN(CC1)C1=CC=CC=C1)O (α-[5-Methyl-2-(3-pyridinyl)-1H-imidazol-4-yl]-4-phenyl-1-piperazineethanol). The yield is 59.7%. RXN SMILES: [CH3:1][C:2]1[NH:6][C:5]([C:7]2[CH:8]=[N:9][CH:10]=[CH:11][CH:12]=2)=[N:4][C:3]=1[C:13](=[O:27])[CH2:14][N:15]1[CH2:20][CH2:19][N:18]([C:21]2[CH:26]=[CH:25][CH:24]=[CH:23][CH:22]=2)[CH2:17][CH2:16]1.[BH4-].[Na+].C(O)(=O)C>CO>[CH3:1][C:2]1[NH:6][C:5]([C:7]2[CH:8]=[N:9][CH:10]=[CH:11][CH:12]=2)=[N:4][C:3]=1[CH:13]([OH:27])[CH2:14][N:15]1[CH2:16][CH2:17][N:18]([C:21]2[CH:26]=[CH:25][CH:24]=[CH:23][CH:22]=2)[CH2:19][CH2:20]1 |f:1.2|. Procedure: To a suspension of 1 g of 1-[5-methyl-2-(3-pyridinyl)-1H-imidazol-4-yl]-2-(4-phenyl-1-piperazinyl)ethanone in 5 ml of methanol, cooled in an ice-water bath, was added 0.2 g of sodium borohydride. After gas evolution ceased, this mixture was stirred in the bath for 45 minutes, with the addition of 2 ml of methanol after 5 minutes, and then at room temperature for one hour. A 0.1 g portion of sodium borohydride was added, the mixture was stirred in the ice-water bath for 30 minutes, then at room t... Starting materials: N#Cc1cnc2cc(Br)sc2c1Cl, COc1cc(N)c(Cl)cc1Cl, [H-], [Na+], C1CCOC1. The product is COc1cc(Nc2c(C#N)cnc3cc(Br)sc23)c(Cl)cc1Cl. As a reaction SMILES: [Br:14][c:15]1[cH:16][c:17]2[n:18][cH:19][c:20]([C:25]#[N:26])[c:21]([Cl:24])[c:22]2[s:23]1.[Cl:1][c:2]1[c:3]([NH2:4])[cH:5][c:6]([O:10][CH3:11])[c:7]([Cl:9])[cH:8]1.[H-:12].[Na+:13].[O:27]1[CH2:28][CH2:29][CH2:30][CH2:31]1>>[Cl:1][c:2]1[c:3]([NH:4][c:21]2[c:20]([C:25]#[N:26])[cH:19][n:18][c:17]3[cH:16][c:15]([Br:14])[s:23][c:22]32)[cH:5][c:6]([O:10][CH3:11])[c:7]([Cl:9])[cH:8]1. The reactants are CON(C(CC[C@@H]1N(C[C@@H]([C@H](C1)C1=CC=C(C=C1)OC)OCC=1C=CC2=C(N(CCO2)CCCOC)C1)S(=O)(=O)C1=CC=C(C=C1)C)=O)C (N-methoxy-3-[(2S,4R,5R)-4-(4-methoxy-phenyl)-5-[4-(3-methoxy-propyl)-3,4-dihydro-2H-benzo[1,4]oxazin-6-ylmethoxy]-1-(toluene-4-sulfonyl)-piperidin-2-yl]-N-methylpropionamide), C[Mg]Br (methylmagnesium bromide). Product: COC1=CC=C(C=C1)[C@H]1C[C@@H](N(C[C@@H]1OCC=1C=CC2=C(N(CCO2)CCCOC)C1)S(=O)(=O)C1=CC=C(C=C1)C)CCC(C)=O (4-[(2S,4R,5R)-4-(4-Methoxy-phenyl)-5-[4-(3-methoxy-propyl)-3,4-dihydro-2H-benzo[1,4]oxazin-6-ylmethoxy]-1-(toluene-4-sulfonyl)-piperidin-2-yl]-butan-2-one). RXN SMILES: CON(C)[C:4](=[O:48])[CH2:5][CH2:6][C@H:7]1[CH2:12][C@H:11]([C:13]2[CH:18]=[CH:17][C:16]([O:19][CH3:20])=[CH:15][CH:14]=2)[C@@H:10]([O:21][CH2:22][C:23]2[CH:24]=[CH:25][C:26]3[O:31][CH2:30][CH2:29][N:28]([CH2:32][CH2:33][CH2:34][O:35][CH3:36])[C:27]=3[CH:37]=2)[CH2:9][N:8]1[S:38]([C:41]1[CH:46]=[CH:45][C:44]([CH3:47])=[CH:43][CH:42]=1)(=[O:40])=[O:39].[CH3:50][Mg]Br>>[CH3:20][O:19][C:16]1[CH:15]=[CH:14][C:13]([C@@H:11]2[C@@H:10]([O:21][CH2:22][C:23]3[CH:24]=[CH:25][C:26]4[O:31][CH2:30][CH2:29][N:28]([CH2:32][CH2:33][CH2:34][O:35][CH3:36])[C:27]=4[CH:37]=3)[CH2:9][N:8]([S:38]([C:41]3[CH:42]=[CH:43][C:44]([CH3:47])=[CH:45][CH:46]=3)(=[O:40])=[O:39])[C@@H:7]([CH2:6][CH2:5][C:4](=[O:48])[CH3:50])[CH2:12]2)=[CH:18][CH:17]=1. Reported procedure: Similar to example 29b, 1.68 g of N-methoxy-3-[(2S,4R,5R)-4-(4-methoxy-phenyl)-5-[4-(3-methoxy-propyl)-3,4-dihydro-2H-benzo[1,4]oxazin-6-ylmethoxy]-1-(toluene-4-sulfonyl)-piperidin-2-yl]-N-methylpropionamide and 4.3 ml of methylmagnesium bromide (1N solution in tetrahydrofuran) are used to afford the title compound as a colourless oil. Rf=0.23 (EtOAc-heptane 1:1); Rt=5.25. The reactants are C(C)OCN1C=NC=2NC(NC(C12)=O)=O (7-ethoxymethylxanthine), BrCCCCCBr (1,5-dibromopentane), C([O-])([O-])=O.[K+].[K+] (potassium carbonate). Yields the product BrCCCCCN1C(=O)N(C=2N=CN(C2C1=O)COCC)C (1-(5-Bromopentyl)-7-ethoxymethyl-3-methylxanthine). As a reaction SMILES: [CH2:1]([O:3][CH2:4][N:5]1[C:13]2[C:12](=[O:14])[NH:11][C:10](=[O:15])[NH:9][C:8]=2[N:7]=[CH:6]1)[CH3:2].[Br:16][CH2:17][CH2:18][CH2:19][CH2:20][CH2:21]Br.[C:23](=O)([O-])[O-].[K+].[K+]>>[Br:16][CH2:17][CH2:18][CH2:19][CH2:20][CH2:21][N:11]1[C:12](=[O:14])[C:13]2[N:5]([CH2:4][O:3][CH2:1][CH3:2])[CH:6]=[N:7][C:8]=2[N:9]([CH3:23])[C:10]1=[O:15] |f:2.3.4|. Procedure details: 22.4 g (0.1 mol) of 7-ethoxymethylxanthine were stirred at 70° C. for 1.5 hours with 45.9 g (0.2 mol) of 1,5-dibromopentane and 27.6 g of activated potassium carbonate. The solution was filtered and concentrated, and the oily residue which remained was chromatographed (eluent: ethyl acetate). Reactants: Brc1cccnc1, Cc1ccc(CNc2ccc3c(N)cccc3n2)o1. The product is Cc1ccc(CNc2ccc3c(Nc4cccnc4)cccc3n2)o1. Reaction SMILES: [Br:20][c:21]1[cH:22][n:23][cH:24][cH:25][cH:26]1.[CH3:1][c:2]1[cH:3][cH:4][c:5]([CH2:7][NH:8][c:9]2[n:10][c:11]3[cH:12][cH:13][cH:14][c:15]([NH2:19])[c:16]3[cH:17][cH:18]2)[o:6]1>>[CH3:1][c:2]1[cH:3][cH:4][c:5]([CH2:7][NH:8][c:9]2[n:10][c:11]3[cH:12][cH:13][cH:14][c:15]([NH:19][c:21]4[cH:22][n:23][cH:24][cH:25][cH:26]4)[c:16]3[cH:17][cH:18]2)[o:6]1.